From a dataset of the Open Reaction Database (ORD), a public repository of structured organic reaction records. describe an organic reaction: reactants, conditions, products, and yield Reactants: CC(C)(C)OC(=O)Nc1cc(N2CCCC2)c(Cl)cc1N, CC(C)(C)OC(=O)CC(=O)c1cccc(-n2nncc2COC2CCCCO2)c1. Product: CC(C)(C)OC(=O)Nc1cc(N2CCCC2)c(Cl)cc1NC(=O)CC(=O)c1cccc(-n2nncc2COC2CCCCO2)c1. RXN SMILES: [C:1]([CH3:2])([CH3:3])([CH3:4])[O:5][C:6]([NH:7][c:8]1[c:9]([NH2:20])[cH:10][c:11]([Cl:19])[c:12]([N:14]2[CH2:15][CH2:16][CH2:17][CH2:18]2)[cH:13]1)=[O:21].[C:22]([CH3:24])([CH3:25])([O:26][C:27](=[O:23])[CH2:28][C:29]([c:30]1[cH:31][c:32](-[n:36]2[n:37][n:38][cH:39][c:40]2[CH2:41][O:42][CH:43]2[O:44][CH2:45][CH2:46][CH2:47][CH2:48]2)[cH:33][cH:34][cH:35]1)=[O:49])[CH3:50]>>[C:1]([CH3:2])([CH3:3])([CH3:4])[O:5][C:6]([NH:7][c:8]1[c:9]([NH:20][C:27](=[O:26])[CH2:28][C:29]([c:30]2[cH:31][c:32](-[n:36]3[n:37][n:38][cH:39][c:40]3[CH2:41][O:42][CH:43]3[O:44][CH2:45][CH2:46][CH2:47][CH2:48]3)[cH:33][cH:34][cH:35]2)=[O:49])[cH:10][c:11]([Cl:19])[c:12]([N:14]2[CH2:15][CH2:16][CH2:17][CH2:18]2)[cH:13]1)=[O:21].